This data is from the Open Reaction Database (ORD), a public repository of structured organic reaction records. The task is: describe an organic reaction: reactants, conditions, products, and yield The reactants are C(C)(=O)NCC1=C(C(=CC(=C1)C(C)(C)C)S(=O)(=O)Cl)O (2-acetamidomethyl-6-chlorosulfonyl-4-(1,1-dimethylethyl)-phenol), N1CCCC1 (pyrrolidine). Yields the product Cl.NCC1=C(C(=CC(=C1)C(C)(C)C)S(=O)(=O)N1CCCC1)O (2-Aminomethyl-4-(1,1-dimethylethyl)-6-(1-pyrrolidinylsulfonyl)-phenol hydrochloride). Reaction SMILES: C([NH:4][CH2:5][C:6]1[CH:11]=[C:10]([C:12]([CH3:15])([CH3:14])[CH3:13])[CH:9]=[C:8]([S:16]([Cl:19])(=[O:18])=[O:17])[C:7]=1[OH:20])(=O)C.[NH:21]1[CH2:25][CH2:24][CH2:23][CH2:22]1>>[ClH:19].[NH2:4][CH2:5][C:6]1[CH:11]=[C:10]([C:12]([CH3:13])([CH3:14])[CH3:15])[CH:9]=[C:8]([S:16]([N:21]2[CH2:25][CH2:24][CH2:23][CH2:22]2)(=[O:17])=[O:18])[C:7]=1[OH:20] |f:2.3|. Procedure details: This compound is prepared analogously to Examples 11 c and 11 d from 2-acetamidomethyl-6-chlorosulfonyl-4-(1,1-dimethylethyl)-phenol and pyrrolidine.